From a dataset of the Open Reaction Database (ORD), a public repository of structured organic reaction records. describe an organic reaction: reactants, conditions, products, and yield Reactants: CS(=O)(=O)OCCCC1=CC=C(C=C1)OCC=1N=C(OC1)\C=C\C1=CC=CC=C1 (3-[4-[2-[(E)-2-phenylethenyl]-4-oxazolylmethoxy]phenyl]propyl methanesulfonate), N1C(=NC=C1)C(=O)OCC (ethyl 2-imidazolecarboxylate). Product: C1(=CC=CC=C1)/C=C/C=1OC=C(N1)COC1=CC=C(C=C1)CCCN1C(=NC=C1)C(=O)OCC (ethyl 1-[3-[4-[2-[(E)-2-phenylethenyl]-4-oxazolylmethoxy]phenyl]propyl]-2-imidazolecarboxylate). The yield is 68.0%. Reaction SMILES: CS(O[CH2:6][CH2:7][CH2:8][C:9]1[CH:14]=[CH:13][C:12]([O:15][CH2:16][C:17]2[N:18]=[C:19](/[CH:22]=[CH:23]/[C:24]3[CH:29]=[CH:28][CH:27]=[CH:26][CH:25]=3)[O:20][CH:21]=2)=[CH:11][CH:10]=1)(=O)=O.[NH:30]1[CH:34]=[CH:33][N:32]=[C:31]1[C:35]([O:37][CH2:38][CH3:39])=[O:36]>>[C:24]1(/[CH:23]=[CH:22]/[C:19]2[O:20][CH:21]=[C:17]([CH2:16][O:15][C:12]3[CH:11]=[CH:10][C:9]([CH2:8][CH2:7][CH2:6][N:30]4[CH:34]=[CH:33][N:32]=[C:31]4[C:35]([O:37][CH2:38][CH3:39])=[O:36])=[CH:14][CH:13]=3)[N:18]=2)[CH:25]=[CH:26][CH:27]=[CH:28][CH:29]=1. Procedure: In substantially the same manner as in Working Example 25, 3-[4-[2-[(E)-2-phenylethenyl]-4-oxazolylmethoxy]phenyl]propyl methanesulfonate was allowed to react with ethyl 2-imidazolecarboxylate to give ethyl 1-[3-[4-[2-[(E)-2-phenylethenyl]-4-oxazolylmethoxy]phenyl]propyl]-2-imidazolecarboxylate. The yield was 68%. Recrystallization from ethyl acetate-hexane gave colorless prisms, mp 123-124° C.